Dataset: the Open Reaction Database (ORD), a public repository of structured organic reaction records. Task: describe an organic reaction: reactants, conditions, products, and yield The reactants are O=C([O-])O, CC(=O)SCC(Cc1ccccc1)C(=O)Cl, Cl, NCc1ccc(C(=O)O)cc1, [Na+], C1CCOC1, O. Yields the product CC(=O)SCC(Cc1ccccc1)C(=O)NCc1ccc(C(=O)O)cc1. As a reaction SMILES: [C:12](=[O:13])([O-:14])[OH:15].[C:17]([CH3:18])(=[O:19])[S:20][CH2:21][CH:22]([C:23](=[O:24])[Cl:25])[CH2:26][c:27]1[cH:28][cH:29][cH:30][cH:31][cH:32]1.[ClH:33].[NH2:1][CH2:2][c:3]1[cH:4][cH:5][c:6]([C:7](=[O:8])[OH:9])[cH:10][cH:11]1.[Na+:16].[O:35]1[CH2:36][CH2:37][CH2:38][CH2:39]1.[OH2:34]>>[NH:1]([CH2:2][c:3]1[cH:4][cH:5][c:6]([C:7](=[O:8])[OH:9])[cH:10][cH:11]1)[C:23]([CH:22]([CH2:21][S:20][C:17]([CH3:18])=[O:19])[CH2:26][c:27]1[cH:28][cH:29][cH:30][cH:31][cH:32]1)=[O:24]. Starting materials: Cc1onc(-c2ccccc2)c1-c1cn(-c2ccc([N+](=O)[O-])cc2)c(CCl)n1, NCCCN1CCOCC1, CN(C)C=O. The product is Cc1onc(-c2ccccc2)c1-c1cn(-c2ccc([N+](=O)[O-])cc2)c(CNCCCN2CCOCC2)n1. Reaction SMILES: [Cl:1][CH2:2][c:3]1[n:4](-[c:20]2[cH:21][cH:22][c:23]([N+:26](=[O:27])[O-:28])[cH:24][cH:25]2)[cH:5][c:6](-[c:8]2[c:9](-[c:14]3[cH:15][cH:16][cH:17][cH:18][cH:19]3)[n:10][o:11][c:12]2[CH3:13])[n:7]1.[NH2:29][CH2:30][CH2:31][CH2:32][N:33]1[CH2:34][CH2:35][O:36][CH2:37][CH2:38]1.[O:39]=[CH:40][N:41]([CH3:42])[CH3:43]>>[CH2:2]([c:3]1[n:4](-[c:20]2[cH:21][cH:22][c:23]([N+:26](=[O:27])[O-:28])[cH:24][cH:25]2)[cH:5][c:6](-[c:8]2[c:9](-[c:14]3[cH:15][cH:16][cH:17][cH:18][cH:19]3)[n:10][o:11][c:12]2[CH3:13])[n:7]1)[NH:29][CH2:30][CH2:31][CH2:32][N:33]1[CH2:34][CH2:35][O:36][CH2:37][CH2:38]1. Starting materials: OB(O)c1ccccc1 (effective_coupling_partner), COc6nc(OC)nc(Oc5ccc(C4(c2ccc(Oc1nc(OC)nc(OC)n1)cc2)OC(=O)c3ccccc34)cc5)n6 (substrate). The reagents and catalysts are dppf. Reaction conditions: temperature 110 celsius, time 24 hour. Product: O=C5OC(c2ccc(c1ccccc1)cc2)(c4ccc(c3ccccc3)cc4)c6ccccc56. Reactants: C(CCC)N1C=C(C=2C1=NC=CC2)N2CCCCC2 (1-butyl-3-piperidinyl-1H-pyrrolo[2,3-b]pyridine), COC(C1=C(C=C(C=C1)OC)OCCCl)=O (2-(2-chloroethoxy)-4-methoxy-benzoic acid methyl ester). Product: C(CCC)N1C=C(C=2C1=NC=CC2)C2CCN(CC2)CCOC2=C(C(=O)O)C=CC(=C2)OC (2-{2-[4-(1-butyl-1H-pyrrolo[2,3-b]pyridin-3-yl)-piperidin-1-yl]-ethoxy}-4-methoxy-benzoic acid). The yield is 35.0%. RXN SMILES: [CH2:1]([N:5]1[C:9]2=[N:10][CH:11]=[CH:12][CH:13]=[C:8]2[C:7](N2CCCCC2)=[CH:6]1)[CH2:2][CH2:3][CH3:4].C[O:21][C:22](=[O:35])[C:23]1[CH:28]=[CH:27][C:26]([O:29][CH3:30])=[CH:25][C:24]=1[O:31][CH2:32][CH2:33]Cl>>[CH2:1]([N:5]1[C:9]2=[N:10][CH:11]=[CH:12][CH:13]=[C:8]2[C:7]([CH:13]2[CH2:12][CH2:11][N:10]([CH2:33][CH2:32][O:31][C:24]3[CH:25]=[C:26]([O:29][CH3:30])[CH:27]=[CH:28][C:23]=3[C:22]([OH:21])=[O:35])[CH2:9][CH2:8]2)=[CH:6]1)[CH2:2][CH2:3][CH3:4]. Reported procedure: This compound was prepared following the procedure described in example 4, part E and F starting with 2.5 g (9.1 mmol) of 1-butyl-3-piperidinyl-1H-pyrrolo[2,3-b]pyridine and 3.3 g (13.6 mmol) of 2-(2-chloroethoxy)-4-methoxy-benzoic acid methyl ester. After standard purification the overall yield was 35% (0.77 g). The reactants are CC(C)(C)OC(=O)NC1CCC(NS(C)(=O)=O)CC1, CCOCC, CCOC(C)=O, ClCCl, Cl. Product: CS(=O)(=O)NC1CCC(N)CC1. RXN SMILES: [CH3:1][S:2](=[O:3])(=[O:4])[NH:5][CH:6]1[CH2:7][CH2:8][CH:9]([NH:12][C:13](=[O:14])[O:15][C:16]([CH3:17])([CH3:18])[CH3:19])[CH2:10][CH2:11]1.[CH3:21][CH2:22][O:23][CH2:24][CH3:25].[CH3:29][CH2:30][O:31][C:32](=[O:33])[CH3:34].[Cl:26][CH2:27][Cl:28].[ClH:20]>>[CH3:1][S:2](=[O:3])(=[O:4])[NH:5][CH:6]1[CH2:7][CH2:8][CH:9]([NH2:12])[CH2:10][CH2:11]1. The reactants are BrC=1C=C(C(=NC1)N1CCN(CC1)C(C)C)C (1-(5-bromo-3-methyl-pyridin-2-yl)-4-isopropyl-piperazine), C(C)(=O)NC=1C=C(C=CC1)B(O)O (3-acetylaminophenylboronic acid). The product is C(C)(C)N1CCN(CC1)C1=C(C=C(C=N1)C=1C=C(C=CC1)NC(C)=O)C (N-{3-[6-(4-Isopropylpiperazin-1-yl)-5-methylpyridin-3-yl]phenyl}acetamide). RXN SMILES: Br[C:2]1[CH:3]=[C:4]([CH3:17])[C:5]([N:8]2[CH2:13][CH2:12][N:11]([CH:14]([CH3:16])[CH3:15])[CH2:10][CH2:9]2)=[N:6][CH:7]=1.[C:18]([NH:21][C:22]1[CH:23]=[C:24](B(O)O)[CH:25]=[CH:26][CH:27]=1)(=[O:20])[CH3:19]>>[CH:14]([N:11]1[CH2:12][CH2:13][N:8]([C:5]2[N:6]=[CH:7][C:2]([C:26]3[CH:27]=[C:22]([NH:21][C:18](=[O:20])[CH3:19])[CH:23]=[CH:24][CH:25]=3)=[CH:3][C:4]=2[CH3:17])[CH2:9][CH2:10]1)([CH3:16])[CH3:15]. Procedure: The title compound was prepared by a similar procedure to that described in Example 68, starting from 1-(5-bromo-3-methyl-pyridin-2-yl)-4-isopropyl-piperazine and 3-acetylaminophenylboronic acid. 1H NMR (300 MHz, CDCl3) δ 8.35 (d, 1H), 7.77 (s, 1H), 7.58 (d, 1H), 7.46 (d, 2H), 7.35 (t, 1H), 3.32 (t, 4H), 2.92-2.75 (m, 5H), 2.30 (s, 3H), 2.19 (s, 3H), 1.14 (d, 6H). Starting materials: C1=CC2=C(C=CC3=C2C(=C1)C(=O)OC3=O)Cl (4-Chloro-1,8-naphthalic anhydride), Cl (hydrochloric acid), [OH-].[Na+] (sodium hydroxide), NCC(=O)O (glycine). Product: ClC=1C=CC=2C(N(C(C3=CC=CC1C23)=O)CC(=O)O)=O (6-chloro-1,3-dioxo-1H-benz[de]isoquinoline-2(3H)-acetic acid). Yield: 74.3%. Reaction SMILES: [CH:1]1[CH:10]=[C:9]2[C:11]([O:13][C:14](=[O:15])[C:7]3=[C:8]2[C:3](=[C:4]([Cl:16])[CH:5]=[CH:6]3)[CH:2]=1)=O.[OH-].[Na+].[NH2:19][CH2:20][C:21]([OH:23])=[O:22].Cl>>[Cl:16][C:4]1[CH:5]=[CH:6][C:7]2[C:14](=[O:15])[N:19]([CH2:20][C:21]([OH:23])=[O:22])[C:11](=[O:13])[C:9]3[C:8]=2[C:3]=1[CH:2]=[CH:1][CH:10]=3 |f:1.2|. Reported procedure: 4-Chloro-1,8-naphthalic anhydride (20.0 g, 0.086 mole; commercial material purified by crystallization from toluene) was suspended in an aqueous 1 N sodium hydroxide solution (95 ml) of glycine (3.8 g, 0.095 mole). The mixture was stirred and refluxed for one hr, after which time a clear solution had resulted. The mixture was rendered acidic with conc hydrochloric acid. The resulting precipitate was collected and dried. Crystallization of the precipitate from anhydrous ethanol afforded 18.5 g of...